Dataset: the Open Reaction Database (ORD), a public repository of structured organic reaction records. Task: describe an organic reaction: reactants, conditions, products, and yield Reactants: C1CCOC1, CC(C)(C)C[Mg+], [Cl-], [Cl-], [Cl-], [Cl-], Fc1ccc(I)c(F)n1, [NH4+], [Zn+2]. Yields the product CC(C)(C)Cc1ccc(F)nc1F. RXN SMILES: [CH2:19]1[O:20][CH2:21][CH2:22][CH2:23]1.[CH2:2]([C:3]([CH3:4])([CH3:5])[CH3:6])[Mg+:7].[Cl-:17].[Cl-:1].[Cl-:24].[Cl-:25].[F:8][c:9]1[n:10][c:11]([F:16])[cH:12][cH:13][c:14]1[I:15].[NH4+:18].[Zn+2:26]>>[CH2:2]([C:3]([CH3:4])([CH3:5])[CH3:6])[c:14]1[c:9]([F:8])[n:10][c:11]([F:16])[cH:12][cH:13]1. Reactants: [Br-], CCC(=O)c1ccc(C(C)(C)C)nc1, CS(C)=O, C[P+](c1ccccc1)(c1ccccc1)c1ccccc1, [H-], [Na+]. Reaction SMILES: [Br-:21].[C:3]([CH3:4])([CH3:5])([CH3:6])[c:7]1[cH:8][cH:9][c:10]([C:13]([CH2:14][CH3:15])=[O:16])[cH:11][n:12]1.[CH3:17][S:18]([CH3:19])=[O:20].[CH3:22][P+:23]([c:24]1[cH:25][cH:26][cH:27][cH:28][cH:29]1)([c:30]1[cH:31][cH:32][cH:33][cH:34][cH:35]1)[c:36]1[cH:37][cH:38][cH:39][cH:40][cH:41]1.[H-:1].[Na+:2]>>[C:3]([CH3:4])([CH3:5])([CH3:6])[c:7]1[cH:8][cH:9][c:10]([C:13]([CH2:14][CH3:15])=[CH2:17])[cH:11][n:12]1. Yields the product C=C(CC)c1ccc(C(C)(C)C)nc1.